This data is from the Open Reaction Database (ORD), a public repository of structured organic reaction records. The task is: describe an organic reaction: reactants, conditions, products, and yield Starting materials: Cl.C(C)(C)(C)OC1=NOC(=C1)C(CC)N (1-(3-tert-butoxyisoxazol-5-yl)propylamine hydrochloride), C(C)(C)N(C(C)C)CC (N,N-diisopropylethylamine), ClC=1C=CC(=C(C[C@@H]2CN(C(CN(C2=O)C(=O)OC2=C(C=CC=C2)Cl)=O)CC2=C(C=C(C=C2OC)OC)OC)C1)OC ((6R)-2-chlorophenyl 6-(5-chloro-2-methoxybenzyl)-3,7-dioxo-4-(2,4,6-trimethoxybenzyl)-1,4-diazepane-1-carboxylate), CN(C=O)C (N,N-dimethylformamide). The reagents and catalysts are CN(C1=CC=NC=C1)C (4-dimethylaminopyridin). Solvent: O (water). Run at time 15 hour. Product: ClC=1C=CC(=C(C[C@@H]2CN(C(CN(C2=O)C(=O)N[C@H](CC)C2=CC(=NO2)OC(C)(C)C)=O)CC2=C(C=C(C=C2OC)OC)OC)C1)OC ((6R)-6-(5-chloro-2-methoxybenzyl)-N-[(1R)-1-(3-tert-butoxyisooxazole-5-yl)propyl]-3,7-dioxo-4-(2,4,6-trimethoxybenzyl)-1,4-diazepane-1-carboxamide). The yield is 43.0%. Reaction SMILES: [Cl:1][C:2]1[CH:3]=[CH:4][C:5]([O:41][CH3:42])=[C:6]([CH:40]=1)[CH2:7][C@H:8]1[C:14](=[O:15])[N:13]([C:16](OC2C=CC=CC=2Cl)=[O:17])[CH2:12][C:11](=[O:26])[N:10]([CH2:27][C:28]2[C:33]([O:34][CH3:35])=[CH:32][C:31]([O:36][CH3:37])=[CH:30][C:29]=2[O:38][CH3:39])[CH2:9]1.CN(C)C=O.Cl.[C:49]([O:53][C:54]1[CH:58]=[C:57]([CH:59]([NH2:62])[CH2:60][CH3:61])[O:56][N:55]=1)([CH3:52])([CH3:51])[CH3:50].C(N(CC)C(C)C)(C)C>CN(C)C1C=CN=CC=1.O>[Cl:1][C:2]1[CH:3]=[CH:4][C:5]([O:41][CH3:42])=[C:6]([CH:40]=1)[CH2:7][C@H:8]1[C:14](=[O:15])[N:13]([C:16]([NH:62][C@@H:59]([C:57]2[O:56][N:55]=[C:54]([O:53][C:49]([CH3:50])([CH3:52])[CH3:51])[CH:58]=2)[CH2:60][CH3:61])=[O:17])[CH2:12][C:11](=[O:26])[N:10]([CH2:27][C:28]2[C:29]([O:38][CH3:39])=[CH:30][C:31]([O:36][CH3:37])=[CH:32][C:33]=2[O:34][CH3:35])[CH2:9]1 |f:2.3|. Reported procedure: To the compound S141C described in WO 06-059801A, that is, (6R)-2-chlorophenyl 6-(5-chloro-2-methoxybenzyl)-3,7-dioxo-4-(2,4,6-trimethoxybenzyl)-1,4-diazepane-1-carboxylate (395 mg) in an N,N-dimethylformamide (0.64 ml) solution, the compound S94 described in WO 06-059801A, that is, 1-(3-tert-butoxyisoxazol-5-yl)propylamine hydrochloride (150 mg), 4-dimethylaminopyridin (78 mg) and N,N-diisopropylethylamine (0.111 ml) were added at 0° C., and the mixture was stirred at that temperature for 15 ho... Starting materials: CN1N=CC(=C1OC)C(=O)OCC (Ethyl 1-methyl-5-methoxypyrazole-4-carboxylate), C(C)O (ethanol), [OH-].[K+] (potassium hydroxide). Run in O (water). Yields the product CN1N=CC(=C1OC)C(=O)O (1-methyl-5-methoxypyrazole-4-carboxylic acid). The yield is 108.7%. Reaction SMILES: [CH3:1][N:2]1[C:6]([O:7][CH3:8])=[C:5]([C:9]([O:11]CC)=[O:10])[CH:4]=[N:3]1.C(O)C.[OH-].[K+]>O>[CH3:1][N:2]1[C:6]([O:7][CH3:8])=[C:5]([C:9]([OH:11])=[O:10])[CH:4]=[N:3]1 |f:2.3|. Procedure details: Ethyl 1-methyl-5-methoxypyrazole-4-carboxylate (1.4 g) was stirred at room temperature for 2 hours together with 30 ml of ethanol, 10 ml of water and 2 g of potassium hydroxide. Ethanol was removed from the reaction solution under reduced pressure. From the aqueous layer, 1.29 g (yield 99%) of the desired 1-methyl-5-methoxypyrazole-4-carboxylic acid was obtained by acid precipitation. Reactants: CC1=C(C(=NO1)C1=CC=CC=C1)COC1=CC=C(N=N1)N (6-(5-methyl-3-phenyl-isoxazol-4-ylmethoxy)-pyridazin-3-ylamine), COC(CC(=O)Cl)=O (chlorocarbonyl-acetic acid methyl ester). Product: COC(CC(=O)NC=1N=NC(=CC1)OCC=1C(=NOC1C)C1=CC=CC=C1)=O (N-[6-(5-Methyl-3-phenyl-isoxazol-4-ylmethoxy)-pyridazin-3-yl]-malonamic acid methyl ester). Yield: 32.0%. RXN SMILES: [CH3:1][C:2]1[O:6][N:5]=[C:4]([C:7]2[CH:12]=[CH:11][CH:10]=[CH:9][CH:8]=2)[C:3]=1[CH2:13][O:14][C:15]1[N:20]=[N:19][C:18]([NH2:21])=[CH:17][CH:16]=1.[CH3:22][O:23][C:24](=[O:29])[CH2:25][C:26](Cl)=[O:27]>>[CH3:22][O:23][C:24](=[O:29])[CH2:25][C:26]([NH:21][C:18]1[N:19]=[N:20][C:15]([O:14][CH2:13][C:3]2[C:4]([C:7]3[CH:8]=[CH:9][CH:10]=[CH:11][CH:12]=3)=[N:5][O:6][C:2]=2[CH3:1])=[CH:16][CH:17]=1)=[O:27]. Procedure details: As described for example 18, 6-(5-methyl-3-phenyl-isoxazol-4-ylmethoxy)-pyridazin-3-ylamine (200 mg, 0.7 mmol) was converted, using chlorocarbonyl-acetic acid methyl ester instead of methoxyacetyl chloride, to the title compound (88 mg, 32%) which was obtained as a white solid. MS: m/e=383.3 [M+H]+. Reactants: [Br-], O=C(O)CCCCC[P+](c1ccccc1)(c1ccccc1)c1ccccc1, C[Si](C)(C)[N-][Si](C)(C)C, COc1cccc(C=O)c1, Cl, [Li+], C1CCOC1. The product is COc1cccc(C=CCCCCC(=O)O)c1. As a reaction SMILES: [Br-:1].[C:2](=[O:3])([OH:4])[CH2:5][CH2:6][CH2:7][CH2:8][CH2:9][P+:10]([c:11]1[cH:12][cH:13][cH:14][cH:15][cH:16]1)([c:17]1[cH:18][cH:19][cH:20][cH:21][cH:22]1)[c:23]1[cH:24][cH:25][cH:26][cH:27][cH:28]1.[CH3:30][Si:31]([N-:32][Si:33]([CH3:34])([CH3:35])[CH3:36])([CH3:37])[CH3:38].[CH3:39][O:40][c:41]1[cH:42][c:43]([CH:44]=[O:45])[cH:46][cH:47][cH:48]1.[ClH:49].[Li+:29].[O:50]1[CH2:51][CH2:52][CH2:53][CH2:54]1>>[C:2](=[O:3])([OH:4])[CH2:5][CH2:6][CH2:7][CH2:8][CH:9]=[CH:44][c:43]1[cH:42][c:41]([O:40][CH3:39])[cH:48][cH:47][cH:46]1. The reactants are Cl.NO (hydroxylamine hydrochloride), C(C)(=O)[O-].[Na+] (sodium acetate), FC[C@H](C=C)OCC(=O)C1=C(C=CC=C1)F ((S)-2-((1-fluorobut-3-en-2-yl)oxy)-1-(2-fluorophenyl)ethanone). Run in CO (methanol). Reaction conditions: temperature 50 celsius. The product is FC[C@H](C=C)OCC(=NO)C1=C(C=CC=C1)F ((S)-2-((1-fluorobut-3-en-2-yl)oxy)-1-(2-fluorophenyl)ethanone oxime). Reaction SMILES: [F:1][CH2:2][C@@H:3]([O:6][CH2:7][C:8]([C:10]1[CH:15]=[CH:14][CH:13]=[CH:12][C:11]=1[F:16])=O)[CH:4]=[CH2:5].Cl.[NH2:18][OH:19].C([O-])(=O)C.[Na+]>CO>[F:1][CH2:2][C@@H:3]([O:6][CH2:7][C:8]([C:10]1[CH:15]=[CH:14][CH:13]=[CH:12][C:11]=1[F:16])=[N:18][OH:19])[CH:4]=[CH2:5] |f:1.2,3.4|. Reported procedure: (S)-2-((1-fluorobut-3-en-2-yl)oxy)-1-(2-fluorophenyl)ethanone (63.25 g, 279.59 mmol) was dissolved in anhydrous methanol (620 mL) and hydroxylamine hydrochloride (25.26 g, 363.47 mmol) and sodium acetate (34.40 g, 419.39 mmol) were added. The reaction mixture was heated to 50° C. for 90 min, then cooled to RT. It was then filtered through celite, washed with EtOAc (600 mL) and concentrated in vacuo. EtOAc (500 mL) was added to the crude product followed by water (600 mL). The two layers were sep... Starting materials: BrC1=C(C(=C(C=C1)Cl)C)Cl (1-bromo-2,4-dichloro-3-methyl-benzene), BrN1C(CCC1=O)=O (N-bromosuccinimide). The reagents and catalysts are C(C1=CC=CC=C1)(=O)OOC(C1=CC=CC=C1)=O (benzoyl peroxide). The solvent is C(Cl)(Cl)(Cl)Cl (CCl4). Run at temperature 0 celsius. Product: BrC1=C(C(=C(C=C1)Cl)CBr)Cl (1-Bromo-3-bromomethyl-2,4-dichloro-benzene). Yield: 97.2%. Reaction SMILES: [Br:1][C:2]1[CH:7]=[CH:6][C:5]([Cl:8])=[C:4]([CH3:9])[C:3]=1[Cl:10].[Br:11]N1C(=O)CCC1=O>C(Cl)(Cl)(Cl)Cl.C(OOC(=O)C1C=CC=CC=1)(=O)C1C=CC=CC=1>[Br:1][C:2]1[CH:7]=[CH:6][C:5]([Cl:8])=[C:4]([CH2:9][Br:11])[C:3]=1[Cl:10]. Reported procedure: Treat a mixture of 1-bromo-2,4-dichloro-3-methyl-benzene (76.01 g, 0.316 mol) and N-bromosuccinimide (59.2 g, 0.332 mol) in CCl4 (500 mL) with benzoyl peroxide (0.77 g, 3.18 mmol) and is heat to reflux for 6 hours under N2. Cool the reaction mixture to 0° C. and filter using hexanes to rinse the solids. Extract the filtrate with water and saturated NaHCO3. Dry the organic layer (Na2SO4) and remove the solvent in vacuo to afford 97.89 g (97%) of the titled product. Rf=0.34 (100% hexanes). Reactants: [Br-], C=C(C)C(=O)OCCCCCCCl, C=C(C)C(=O)O, C=C(C)C(=O)O, OCCO, CCBr, CN1CCCC1=O, [Na+]. Reaction SMILES: [Br-:31].[C:17]([C:18](=[CH2:19])[CH3:20])(=[O:21])[O:22][CH2:23][CH2:24][CH2:25][CH2:26][CH2:27][CH2:28][Cl:29].[C:1]([C:2](=[CH2:3])[CH3:4])(=[O:5])[OH:6].[C:7]([C:8](=[CH2:9])[CH3:10])(=[O:11])[OH:12].[CH2:13]([CH2:14][OH:15])[OH:16].[CH2:32]([CH3:33])[Br:34].[CH3:35][N:36]1[CH2:37][CH2:38][CH2:39][C:40]1=[O:41].[Na+:30]>>[C:17]([C:18](=[CH2:19])[CH3:20])(=[O:21])[O:22][CH2:23][CH2:24][CH2:25][CH2:26][CH2:27][CH2:28][Br:34].[C:1]([C:2](=[CH2:3])[CH3:4])(=[O:5])[OH:6].[C:7]([C:8](=[CH2:9])[CH3:10])(=[O:11])[OH:12].[CH2:13]([CH2:14][OH:15])[OH:16]. Product: C=C(C)C(=O)OCCCCCCBr, C=C(C)C(=O)O, C=C(C)C(=O)O, OCCO.